The task is: describe an organic reaction: reactants, conditions, products, and yield. This data is from the Open Reaction Database (ORD), a public repository of structured organic reaction records. Reactants: COc1cc2ncnc(Oc3ccc(N)c(F)c3)c2cc1OC, ClC(Cl)Cl, O=C=Nc1ccc(F)cc1F. Yields the product COc1cc2ncnc(Oc3ccc(NC(=O)Nc4ccc(F)cc4F)c(F)c3)c2cc1OC. RXN SMILES: [CH3:1][O:2][c:3]1[cH:4][c:5]2[c:6]([O:15][c:16]3[cH:17][c:18]([F:23])[c:19]([NH2:20])[cH:21][cH:22]3)[n:7][cH:8][n:9][c:10]2[cH:11][c:12]1[O:13][CH3:14].[CH:35]([Cl:36])([Cl:37])[Cl:38].[F:24][c:25]1[c:26]([N:32]=[C:33]=[O:34])[cH:27][cH:28][c:29]([F:31])[cH:30]1>>[CH3:1][O:2][c:3]1[cH:4][c:5]2[c:6]([O:15][c:16]3[cH:17][c:18]([F:23])[c:19]([NH:20][C:33]([NH:32][c:26]4[c:25]([F:24])[cH:30][c:29]([F:31])[cH:28][cH:27]4)=[O:34])[cH:21][cH:22]3)[n:7][cH:8][n:9][c:10]2[cH:11][c:12]1[O:13][CH3:14]. Reactants: O=C([O-])O, CO, Cc1cccc(C)c1N, Cl, ClI, [Na+]. The product is Cc1cc(I)cc(C)c1N, Cl. RXN SMILES: [C:1](=[O:2])([OH:3])[O-:4].[CH3:18][OH:19].[CH3:6][c:7]1[cH:8][cH:9][cH:10][c:11]([CH3:12])[c:13]1[NH2:14].[ClH:17].[I:15][Cl:16].[Na+:5]>>[CH3:6][c:7]1[cH:8][c:9]([I:15])[cH:10][c:11]([CH3:12])[c:13]1[NH2:14].[ClH:16].